Dataset: the Open Reaction Database (ORD), a public repository of structured organic reaction records. Task: describe an organic reaction: reactants, conditions, products, and yield The reactants are [H-].[Na+] (sodium hydride), C1(=CC=CC=C1)C (toluene), C(C1=CC=CC=C1)OC(=O)Cl (benzyloxycarbonyl chloride), [N+](=O)([O-])C1=C(N)C=CC=C1 (2-nitroaniline). Run in O1CCCC1 (tetrahydrofuran), O (water), O1CCCC1 (tetrahydrofuran). Conditions: time 10 minute. Product: C(C1=CC=CC=C1)OC(=O)NC1=C(C=CC=C1)[N+](=O)[O-] (N-benzyloxycarbonyl-2-nitroaniline). RXN SMILES: [H-].[Na+].[N+:3]([C:6]1[CH:12]=[CH:11][CH:10]=[CH:9][C:7]=1[NH2:8])([O-:5])=[O:4].C1(C)C=CC=CC=1.[CH2:20]([O:27][C:28](Cl)=[O:29])[C:21]1[CH:26]=[CH:25][CH:24]=[CH:23][CH:22]=1>O1CCCC1.O>[CH2:20]([O:27][C:28]([NH:8][C:7]1[CH:9]=[CH:10][CH:11]=[CH:12][C:6]=1[N+:3]([O-:5])=[O:4])=[O:29])[C:21]1[CH:26]=[CH:25][CH:24]=[CH:23][CH:22]=1 |f:0.1|. Procedure details: 1.89 g of sodium hydride (60% content) was suspended in 23.76 g of tetrahydrofuran and cooled with ice. To the obtained suspension, 23.1 g of a tetrahydrofuran solution containing 3.00 g of 2-nitroaniline was dropwise added over 1 hr, stirred for 10 minutes, allowed to stand at room temperature and stirred for 30 minutes. To the obtained mixture, 11.12 g of a 33% toluene solution containing benzyloxycarbonyl chloride was added dropwise over 1 hr at room temperature and stirred for 2 hours. To th... Starting materials: N1C=CC2=CC=CC=C12 (indole), ClC1=CC=C(CCl)C=C1 (4-chlorobenzyl chloride), [OH-].[K+] (KOH), PEG-1000. Run in O (H2O), C1(=CC=CC=C1)C (toluene), O (H2O). The product is ClC1=CC=C(CN2C=CC3=CC=CC=C23)C=C1 (1-(4-chlorobenzyl)indole). The yield is 84.1%. As a reaction SMILES: [NH:1]1[C:9]2[C:4](=[CH:5][CH:6]=[CH:7][CH:8]=2)[CH:3]=[CH:2]1.[Cl:10][C:11]1[CH:18]=[CH:17][C:14]([CH2:15]Cl)=[CH:13][CH:12]=1.[OH-].[K+]>O.C1(C)C=CC=CC=1>[Cl:10][C:11]1[CH:18]=[CH:17][C:14]([CH2:15][N:1]2[C:9]3[C:4](=[CH:5][CH:6]=[CH:7][CH:8]=3)[CH:3]=[CH:2]2)=[CH:13][CH:12]=1 |f:2.3|. Reported procedure: A mixture of 11.72 g (0.1 mole) of indole, 17.71 g (0.11 mole) of 4-chlorobenzyl chloride, 33 g (0.5 mole) of 85% KOH, 14 mL of H2O, 2.5 g (2.5 mmoles) of PEG-1000 and 100 mL of toluene was stirred and heated at 55°-65° for 22 hours. After cooling to room temperature, 50 mL of H2O was added. The layers were separated. The aqueous layer was extracted with 100 mL of toluene. The combined organic phases were washed with 2N HCl (2×50 mL), H2O (2×50 mL), and 50 mL of brine and dried over MgSO4. Evapo... Reactants: BrC1=CC=C(C=O)C=C1 (4-bromobenzaldehyde), CC(C)C(C(C)C)N (2,4-dimethylpent-3-ylamine), O (water). The reagents and catalysts are C1(=CC=C(C=C1)S(=O)(=O)O)C (para-toluenesulfonic acid). Run in C1(=CC=CC=C1)C (toluene). Product: BrC1=CC=C(C=NC(C(C)C)C(C)C)C=C1 ((4-bromobenzylidene)(1-isopropyl-2-methylpropyl)amine). Isolated yield 94.9%. RXN SMILES: [Br:1][C:2]1[CH:9]=[CH:8][C:5]([CH:6]=O)=[CH:4][CH:3]=1.[CH3:10][CH:11]([CH:13]([NH2:17])[CH:14]([CH3:16])[CH3:15])[CH3:12].O>C1(C)C=CC=CC=1.C1(C)C=CC(S(O)(=O)=O)=CC=1>[Br:1][C:2]1[CH:9]=[CH:8][C:5]([CH:6]=[N:17][CH:13]([CH:14]([CH3:16])[CH3:15])[CH:11]([CH3:12])[CH3:10])=[CH:4][CH:3]=1. Procedure details: A mixture of 4-bromobenzaldehyde (7.3 g, 40.0 mmol), 2,4-dimethylpent-3-ylamine (4.8 g, 41.4 mmol), and para-toluenesulfonic acid (0.05 g, 0.29 mmol) in 125 mL of toluene was heated under reflux while water was removed with a Dean-Stark trap. The toluene then was removed under vacuum and distillation of the remaining residue gave (4-bromobenzylidene)(1-isopropyl-2-methylpropyl)amine (10.71 g) as a clear colorless oil.